Dataset: the Open Reaction Database (ORD), a public repository of structured organic reaction records. Task: describe an organic reaction: reactants, conditions, products, and yield Yields the product CC(C)(C)c1cccc(C2(NC(=O)CCl)CCCN(Cc3ccccc3)C2)c1. RXN SMILES: [C:29]([OH:30])(=[O:31])[CH3:32].[CH2:1]([c:2]1[cH:3][cH:4][cH:5][cH:6][cH:7]1)[N:8]1[CH2:9][C:10]([OH:14])([c:15]2[cH:16][c:17]([C:21]([CH3:22])([CH3:23])[CH3:24])[cH:18][cH:19][cH:20]2)[CH2:11][CH2:12][CH2:13]1.[CH3:38][CH2:39][O:40][C:41](=[O:42])[CH3:43].[Cl:25][CH2:26][C:27]#[N:28].[Na+:44].[Na+:45].[O-:46][C:47](=[O:48])[O-:49].[S:33](=[O:34])(=[O:35])([OH:36])[OH:37]>>[CH2:1]([c:2]1[cH:3][cH:4][cH:5][cH:6][cH:7]1)[N:8]1[CH2:9][C:10]([c:15]2[cH:16][c:17]([C:21]([CH3:22])([CH3:23])[CH3:24])[cH:18][cH:19][cH:20]2)([NH:28][C:27]([CH2:26][Cl:25])=[O:31])[CH2:11][CH2:12][CH2:13]1. Reactants: CC(=O)O, CC(C)(C)c1cccc(C2(O)CCCN(Cc3ccccc3)C2)c1, CCOC(C)=O, N#CCCl, [Na+], [Na+], O=C([O-])[O-], O=S(=O)(O)O. Starting materials: C(C1=CC=CC=C1)(=O)NC1=CC=C(C=C1)C1=CC=C2CN(C(C2=C1)=O)[C@H](C(=O)O)C(C)C ((S)-2-(6-(4-Benzamidophenyl)-1-oxoisoindolin-2-yl)-3-methylbutanoic acid), C1(=CC=CC=C1)C=1NC(=NN1)C(=O)OCC (Ethyl 5-phenyl-4H-1,2,4-triazole-3-carboxylate). As a reaction SMILES: [C:1]([NH:9][C:10]1[CH:15]=[CH:14][C:13]([C:16]2[CH:24]=[C:23]3[C:19]([CH2:20][N:21]([C@@H:26]([CH:30]([CH3:32])[CH3:31])[C:27]([OH:29])=[O:28])[C:22]3=[O:25])=[CH:18][CH:17]=2)=[CH:12][CH:11]=1)(=[O:8])C1C=CC=CC=1.[C:33]1([C:39]2[NH:40][C:41](C(OCC)=O)=[N:42][N:43]=2)[CH:38]=[CH:37][CH:36]=[CH:35][CH:34]=1>>[CH3:31][CH:30]([CH3:32])[C@H:26]([N:21]1[CH2:20][C:19]2[C:23](=[CH:24][C:16]([C:13]3[CH:14]=[CH:15][C:10]([NH:9][C:1]([C:41]4[NH:40][C:39]([C:33]5[CH:38]=[CH:37][CH:36]=[CH:35][CH:34]=5)=[N:43][N:42]=4)=[O:8])=[CH:11][CH:12]=3)=[CH:17][CH:18]=2)[C:22]1=[O:25])[C:27]([OH:29])=[O:28]. The product is CC([C@@H](C(=O)O)N1C(C2=CC(=CC=C2C1)C1=CC=C(C=C1)NC(=O)C1=NN=C(N1)C1=CC=CC=C1)=O)C ((S)-3-Methyl-2-(1-oxo-6-(4-(5-phenyl-4H-1,2,4-triazole-3-carboxamido)phenyl)isoindolin-2-yl)butanoic acid). The yield is 77.0%. Reported procedure: The compound of example 629 was prepared analogous to the compound of example 98 by hydrolysis of compound of example 628. Reaction SMILES: [CH3:35][N:36]([CH3:37])[P:38](=[O:39])([N:40]([CH3:41])[CH3:42])[N:43]([CH3:44])[CH3:45].[Cl:26][CH2:27][c:28]1[cH:29][cH:30][cH:31][cH:32][cH:33]1.[Na:25].[OH2:34].[c:1]1([NH:7][C:8]2([C:22](=[O:23])[OH:24])[CH2:9][CH2:10][N:11]([CH2:14][CH2:15][c:16]3[cH:17][cH:18][cH:19][cH:20][cH:21]3)[CH2:12][CH2:13]2)[cH:2][cH:3][cH:4][cH:5][cH:6]1>>[c:1]1([NH:7][C:8]2([C:22](=[O:23])[O:24][CH2:27][c:28]3[cH:29][cH:30][cH:31][cH:32][cH:33]3)[CH2:9][CH2:10][N:11]([CH2:14][CH2:15][c:16]3[cH:17][cH:18][cH:19][cH:20][cH:21]3)[CH2:12][CH2:13]2)[cH:2][cH:3][cH:4][cH:5][cH:6]1. The reactants are CN(C)P(=O)(N(C)C)N(C)C, ClCc1ccccc1, [Na], O, O=C(O)C1(Nc2ccccc2)CCN(CCc2ccccc2)CC1. The product is O=C(OCc1ccccc1)C1(Nc2ccccc2)CCN(CCc2ccccc2)CC1. Starting materials: C1CCOC1, CN(C)C(=O)Cl, CCOc1cc(C(CC(=O)N(C)C)N2Cc3cccc(N)c3C2=O)ccc1OC. The product is CCOc1cc(C(CC(=O)N(C)C)N2Cc3cccc(NC(=O)N(C)C)c3C2=O)ccc1OC. RXN SMILES: [CH2:36]1[O:37][CH2:38][CH2:39][CH2:40]1.[CH3:30][N:31]([C:32](=[O:33])[Cl:34])[CH3:35].[NH2:1][c:2]1[cH:3][cH:4][cH:5][c:6]2[c:10]1[C:9](=[O:11])[N:8]([CH:12]([CH2:13][C:14](=[O:15])[N:16]([CH3:17])[CH3:18])[c:19]1[cH:20][c:21]([O:27][CH2:28][CH3:29])[c:22]([O:25][CH3:26])[cH:23][cH:24]1)[CH2:7]2>>[NH:1]([c:2]1[cH:3][cH:4][cH:5][c:6]2[c:10]1[C:9](=[O:11])[N:8]([CH:12]([CH2:13][C:14](=[O:15])[N:16]([CH3:17])[CH3:18])[c:19]1[cH:20][c:21]([O:27][CH2:28][CH3:29])[c:22]([O:25][CH3:26])[cH:23][cH:24]1)[CH2:7]2)[C:32]([N:31]([CH3:30])[CH3:35])=[O:33]. As a reaction SMILES: [CH3:1][O:2][C:3](=[O:28])[CH2:4][CH2:5][C:6]12[CH2:13][CH2:12][C:9]([C:14]3[NH:22][C:21]4[C:20](=[S:23])[NH:19][C:18](=[O:24])[N:17]([CH2:25][CH2:26][CH3:27])[C:16]=4[N:15]=3)([CH2:10][CH2:11]1)[CH2:8][CH2:7]2.[OH-].[Na+].[CH3:31]I>CCO.O>[CH3:1][O:2][C:3](=[O:28])[CH2:4][CH2:5][C:6]12[CH2:7][CH2:8][C:9]([C:14]3[NH:22][C:21]4[C:20]([S:23][CH3:31])=[N:19][C:18](=[O:24])[N:17]([CH2:25][CH2:26][CH3:27])[C:16]=4[N:15]=3)([CH2:10][CH2:11]1)[CH2:12][CH2:13]2 |f:1.2|. Run in O (H2O), O (H2O), CCO (EtOH). Reported procedure: 3-[4-(2-Oxo-3-propyl-6-thioxo-2,3,6,7-tetrahydro-1H-purin-8-yl)-bicyclo[2.2.2]oct-1-yl]-propionic acid methyl ester (100 mg) was dissolved in 2 mL of EtOH and 1 mL of H2O. NaOH (20 mg) was added as a solution in 1 mL of H2O, followed by MeI (23 uL, 1.5 eq). The resulting reaction mixture was stirred at rt for 30 min. It was then extracted with EtOAc. The organic layer was dried (Na2SO4) and concentrated under reduced pressure to afford 105 mg of the titled compound. Yields the product COC(CCC12CCC(CC1)(CC2)C2=NC=1N(C(N=C(C1N2)SC)=O)CCC)=O (3-[4-(6-Methylsulfanyl-2-oxo-3-propyl-3,7-dihydro-2H-purin-8-yl)-bicyclo[2.2.2]oct-1-yl]-propionic acid methyl ester). Starting materials: [OH-].[Na+] (NaOH), COC(CCC12CCC(CC1)(CC2)C2=NC=1N(C(NC(C1N2)=S)=O)CCC)=O (3-[4-(2-Oxo-3-propyl-6-thioxo-2,3,6,7-tetrahydro-1H-purin-8-yl)-bicyclo[2.2.2]oct-1-yl]-propionic acid methyl ester), CI (MeI). Conditions: time 30 minute. Reactants: OC1=C(C(=O)C2=C(C=C(C=C2)O)O)C=CC(=C1)O (2,2′,4,4′-tetrahydroxybenzophenone), C(C)(=O)[O-].[Na+] (sodium acetate), Cl.COC1=C(C=CC=C1)NN (2-methoxyphenylhydrazine hydrochloride). Yields the product OC1=CC=C2C(=NN(C2=C1)C1=C(C=CC=C1)OC)C1=C(C=C(C=C1)O)O (4-[6-hydroxy-1-(2-methoxyphenyl)-1H-indazol-3-yl]benzene-1,3-diol). Isolated yield 5.7%. RXN SMILES: O[C:2]1[CH:17]=[C:16]([OH:18])[CH:15]=[CH:14][C:3]=1[C:4]([C:6]1[CH:11]=[CH:10][C:9]([OH:12])=[CH:8][C:7]=1[OH:13])=O.C([O-])(=O)C.[Na+].Cl.[CH3:25][O:26][C:27]1[CH:32]=[CH:31][CH:30]=[CH:29][C:28]=1[NH:33][NH2:34]>>[OH:18][C:16]1[CH:17]=[C:2]2[C:3]([C:4]([C:6]3[CH:11]=[CH:10][C:9]([OH:12])=[CH:8][C:7]=3[OH:13])=[N:34][N:33]2[C:28]2[CH:29]=[CH:30][CH:31]=[CH:32][C:27]=2[O:26][CH3:25])=[CH:14][CH:15]=1 |f:1.2,3.4|. Procedure: Prepared according to Method B from 2,2′,4,4′-tetrahydroxybenzophenone (0.123 g, 0.5 mmol), sodium acetate (0.041 g, 0.5 mmol) and 2-methoxyphenylhydrazine hydrochloride (0.087 g, 0.5 mmol) to give 0.010 g of product as a tan solid. Reactants: Cc1cc(F)ccc1C#N, [K+], O=[N+]([O-])[O-], O=S(=O)(O)O. The product is Cc1cc(F)c([N+](=O)[O-])cc1C#N. RXN SMILES: [F:1][c:2]1[cH:3][c:4]([CH3:10])[c:5]([C:6]#[N:7])[cH:8][cH:9]1.[K+:11].[O-:12][N+:13]([O-:14])=[O:15].[S:16](=[O:17])(=[O:18])([OH:19])[OH:20]>>[F:1][c:2]1[cH:3][c:4]([CH3:10])[c:5]([C:6]#[N:7])[cH:8][c:9]1[N+:13](=[O:12])[O-:14]. Starting materials: C[P+](C)(C)CC#N, CCC#N, CS(C)=O, CCN(C(C)C)C(C)C, CNC(=O)c1ccc(N2CCNCC2)c(Cl)c1, Cl, [I-], O=C1Nc2cc(CO)cnc2N2CCSCC12. The product is CNC(=O)c1ccc(N2CCN(Cc3cnc4c(c3)NC(=O)C3CSCCN43)CC2)c(Cl)c1. As a reaction SMILES: [C:19]([CH2:20][P+:21]([CH3:22])([CH3:23])[CH3:24])#[N:25].[C:53](#[N:54])[CH2:55][CH3:56].[CH3:57][S:58]([CH3:59])=[O:60].[CH:44]([N:45]([CH2:46][CH3:47])[CH:48]([CH3:49])[CH3:50])([CH3:51])[CH3:52].[Cl:27][c:28]1[cH:29][c:30]([C:31](=[O:32])[NH:33][CH3:34])[cH:35][cH:36][c:37]1[N:38]1[CH2:39][CH2:40][NH:41][CH2:42][CH2:43]1.[ClH:26].[I-:18].[OH:1][CH2:2][c:3]1[cH:4][c:5]2[c:10]([n:11][cH:12]1)[N:9]1[CH:8]([C:7](=[O:17])[NH:6]2)[CH2:16][S:15][CH2:14][CH2:13]1>>[CH2:2]([c:3]1[cH:4][c:5]2[c:10]([n:11][cH:12]1)[N:9]1[CH:8]([C:7](=[O:17])[NH:6]2)[CH2:16][S:15][CH2:14][CH2:13]1)[N:41]1[CH2:40][CH2:39][N:38]([c:37]2[c:28]([Cl:27])[cH:29][c:30]([C:31](=[O:32])[NH:33][CH3:34])[cH:35][cH:36]2)[CH2:43][CH2:42]1. The reactants are CC(=O)OC1CSC(Br)C(OC(C)=O)C1OC(C)=O, O=C(c1ccccc1)c1coc2ccc(O)cc12. The product is CC(=O)OC1CSC(Oc2ccc3occ(C(=O)c4ccccc4)c3c2)C(OC(C)=O)C1OC(C)=O. Reaction SMILES: [C:1]([CH3:2])(=[O:3])[O:4][CH:5]1[CH:6]([Br:19])[S:7][CH2:8][CH:9]([O:15][C:16]([CH3:17])=[O:18])[CH:10]1[O:11][C:12]([CH3:13])=[O:14].[C:20]([c:21]1[cH:22][cH:23][cH:24][cH:25][cH:26]1)(=[O:27])[c:28]1[cH:29][o:30][c:31]2[c:32]1[cH:33][c:34]([OH:37])[cH:35][cH:36]2>>[C:1]([CH3:2])(=[O:3])[O:4][CH:5]1[CH:6]([O:37][c:34]2[cH:33][c:32]3[c:28]([C:20]([c:21]4[cH:22][cH:23][cH:24][cH:25][cH:26]4)=[O:27])[cH:29][o:30][c:31]3[cH:36][cH:35]2)[S:7][CH2:8][CH:9]([O:15][C:16]([CH3:17])=[O:18])[CH:10]1[O:11][C:12]([CH3:13])=[O:14]. Reaction SMILES: [C:1]([C:5]1([SiH2:11][C:12]([O:27][C:28]([C:47]2[CH:48]=[N:49][C:50](Cl)=[CH:51][CH:52]=2)([SiH2:40][C:41]2[CH:46]=[CH:45][CH:44]=[CH:43][CH:42]=2)[SiH2:29][C:30]2([C:36]([CH3:39])([CH3:38])[CH3:37])[CH:35]=[CH:34][CH:33]=[CH:32][CH2:31]2)([C:20]2[CH:21]=[N:22][C:23](Cl)=[CH:24][CH:25]=2)[SiH2:13][C:14]2[CH:19]=[CH:18][CH:17]=[CH:16][CH:15]=2)[CH:10]=[CH:9][CH:8]=[CH:7][CH2:6]1)([CH3:4])([CH3:3])[CH3:2].[CH:54]1([Mg]Br)[CH2:56][CH2:55]1.[NH4+].[Cl-].O1[CH2:65][CH2:64][CH2:63]C1>>[C:1]([C:5]1([SiH2:11][C:12]([O:27][C:28]([C:47]2[CH:48]=[N:49][C:50]([CH:63]3[CH2:64][CH2:65]3)=[CH:51][CH:52]=2)([SiH2:40][C:41]2[CH:46]=[CH:45][CH:44]=[CH:43][CH:42]=2)[SiH2:29][C:30]2([C:36]([CH3:39])([CH3:38])[CH3:37])[CH:35]=[CH:34][CH:33]=[CH:32][CH2:31]2)([C:20]2[CH:21]=[N:22][C:23]([CH:54]3[CH2:56][CH2:55]3)=[CH:24][CH:25]=2)[SiH2:13][C:14]2[CH:19]=[CH:18][CH:17]=[CH:16][CH:15]=2)[CH:10]=[CH:9][CH:8]=[CH:7][CH2:6]1)([CH3:4])([CH3:3])[CH3:2] |f:2.3|. Conditions: time 5.5 hour. Procedure: NiCl2(dppf)2 (0.45 g, 0.66 mmol) was added to a solution of 1-(tert-butyl)-1,1-diphenylsilyl [(6-chloro-3-pyridyl)methyl]ether (5.0 g, 13 mmol) in tetrahydrofuran (26 ml) at room temperature, after which 1.0 M cyclopropylmagnesium bromide (16 ml) was slowly added dropwise and stirring was continued at room temperature for 5.5 hours. Next, 1.0 M cyclopropylmagnesium bromide (10 ml) was slowly added dropwise over a period of 1.5 hours and stirring was continued for 15 hours. Saturated aqueous NH4C... Starting materials: C1(CC1)[Mg]Br (cyclopropylmagnesium bromide), [NH4+].[Cl-] (NH4Cl), NiCl2(dppf)2, C(C)(C)(C)C1(CC=CC=C1)[SiH2]C([SiH2]C1=CC=CC=C1)(C=1C=NC(=CC1)Cl)OC([SiH2]C1(CC=CC=C1)C(C)(C)C)([SiH2]C1=CC=CC=C1)C=1C=NC(=CC1)Cl (1-(tert-butyl)-1,1-diphenylsilyl [(6-chloro-3-pyridyl)methyl]ether), O1CCCC1 (tetrahydrofuran), C1(CC1)[Mg]Br (cyclopropylmagnesium bromide). Product: C(C)(C)(C)C1(CC=CC=C1)[SiH2]C([SiH2]C1=CC=CC=C1)(C=1C=NC(=CC1)C1CC1)OC([SiH2]C1(CC=CC=C1)C(C)(C)C)([SiH2]C1=CC=CC=C1)C=1C=NC(=CC1)C1CC1 (1-(tert-Butyl)-1,1-diphenylsilyl [(6-cyclopropyl-3-pyridyl)methyl]ether).